This data is from the Open Reaction Database (ORD), a public repository of structured organic reaction records. The task is: describe an organic reaction: reactants, conditions, products, and yield The reactants are BrCC1=C(N=NN1C1=C(C=CC=C1)F)C(=O)N([C@@H]1CN(C[C@@H](C1)C(=O)N1CCOCC1)C(=O)OC(C)(C)C)CC(C)C (tert-Butyl(3S,5R)-3-[{[5-(bromomethyl)-1-(2-fluorophenyl)-1H-1,2,3-triazol-4-yl]carbonyl}(2-methylpropyl)amino]-5-(morpholin-4-ylcarbonyl)piperidine-1-carboxylate), P(=O)(OCC)(OCC)OCC (triethyl phosphate). The solvent is CN(C)C=O (DMF), C(C)(=O)OCC (ethyl acetate). Reaction conditions: temperature 110 celsius, time 12 hour. Product: C(C)OP(=O)(OCC)CC1=C(N=NN1C1=C(C=CC=C1)F)C(=O)N([C@@H]1CN(C[C@@H](C1)C(=O)N1CCOCC1)C(=O)OC(C)(C)C)CC(C)C (tert-butyl(3S,5R)-3-[({5-[(diethoxyphosphoryl)methyl]-1-(2-fluorophenyl)-1H-1,2,3-triazol-4-yl}carbonyl)(2-methylpropyl)amino]-5-(morpholin-4-ylcarbonyl)piperidine-1-carboxylate). RXN SMILES: Br[CH2:2][C:3]1[N:7]([C:8]2[CH:13]=[CH:12][CH:11]=[CH:10][C:9]=2[F:14])[N:6]=[N:5][C:4]=1[C:15]([N:17]([CH2:39][CH:40]([CH3:42])[CH3:41])[C@H:18]1[CH2:23][C@@H:22]([C:24]([N:26]2[CH2:31][CH2:30][O:29][CH2:28][CH2:27]2)=[O:25])[CH2:21][N:20]([C:32]([O:34][C:35]([CH3:38])([CH3:37])[CH3:36])=[O:33])[CH2:19]1)=[O:16].[P:43](OCC)([O:48][CH2:49][CH3:50])([O:45][CH2:46][CH3:47])=[O:44]>CN(C=O)C.C(OCC)(=O)C>[CH2:46]([O:45][P:43]([CH2:2][C:3]1[N:7]([C:8]2[CH:13]=[CH:12][CH:11]=[CH:10][C:9]=2[F:14])[N:6]=[N:5][C:4]=1[C:15]([N:17]([CH2:39][CH:40]([CH3:42])[CH3:41])[C@H:18]1[CH2:23][C@@H:22]([C:24]([N:26]2[CH2:31][CH2:30][O:29][CH2:28][CH2:27]2)=[O:25])[CH2:21][N:20]([C:32]([O:34][C:35]([CH3:38])([CH3:37])[CH3:36])=[O:33])[CH2:19]1)=[O:16])([O:48][CH2:49][CH3:50])=[O:44])[CH3:47]. Procedure: tert-Butyl(3S,5R)-3-[{[5-(bromomethyl)-1-(2-fluorophenyl)-1H-1,2,3-triazol-4-yl]carbonyl}(2-methylpropyl)amino]-5-(morpholin-4-ylcarbonyl)piperidine-1-carboxylate (440 mg) was dissolved in DMF (4 ml), triethyl phosphate (295 μl) was added and the mixture was stirred at 110° C. for 12 hr. After cooling to room temperature, the reaction mixture was diluted with ethyl acetate and washed with saturated brine. The organic layer was dried over anhydrous magnesium sulfate, and the solvent was evaporate... The product is CC(C)(C)OC(=O)N1CCC(n2nc(-c3ccc(NC(=O)OCc4ccccc4)cc3)c3c(N)ncnc32)CC1. Reactants: CC1(C)OB(c2ccc(NC(=O)OCc3ccccc3)cc2)OC1(C)C, COCCOC, CC(C)(C)OC(=O)N1CCC(n2nc(I)c3c(N)ncnc32)CC1, [Na+], [Na+], O=C([O-])[O-], O, c1ccc(P(c2ccccc2)(c2ccccc2)[Pd](P(c2ccccc2)(c2ccccc2)c2ccccc2)(P(c2ccccc2)(c2ccccc2)c2ccccc2)P(c2ccccc2)(c2ccccc2)c2ccccc2)cc1. Reaction SMILES: [CH3:1][C:2]1([CH3:3])[C:4]([CH3:5])([CH3:6])[O:7][B:8]([c:9]2[cH:10][cH:11][c:12]([NH:15][C:16]([O:17][CH2:18][c:19]3[cH:20][cH:21][cH:22][cH:23][cH:24]3)=[O:25])[cH:13][cH:14]2)[O:26]1.[CH3:57][O:58][CH2:59][CH2:60][O:61][CH3:62].[NH2:27][c:28]1[c:29]2[c:30]([n:31][cH:32][n:33]1)[n:34]([CH:38]1[CH2:39][CH2:40][N:41]([C:44](=[O:45])[O:46][C:47]([CH3:48])([CH3:49])[CH3:50])[CH2:42][CH2:43]1)[n:35][c:36]2[I:37].[Na+:51].[Na+:52].[O-:53][C:54](=[O:55])[O-:56].[OH2:63].[cH:64]1[cH:65][cH:66][c:67]([P:68]([Pd:69]([P:70]([c:71]2[cH:72][cH:73][cH:74][cH:75][cH:76]2)([c:77]2[cH:78][cH:79][cH:80][cH:81][cH:82]2)[c:83]2[cH:84][cH:85][cH:86][cH:87][cH:88]2)([P:89]([c:90]2[cH:91][cH:92][cH:93][cH:94][cH:95]2)([c:96]2[cH:97][cH:98][cH:99][cH:100][cH:101]2)[c:102]2[cH:103][cH:104][cH:105][cH:106][cH:107]2)[P:108]([c:109]2[cH:110][cH:111][cH:112][cH:113][cH:114]2)([c:115]2[cH:116][cH:117][cH:118][cH:119][cH:120]2)[c:121]2[cH:122][cH:123][cH:124][cH:125][cH:126]2)([c:127]2[cH:128][cH:129][cH:130][cH:131][cH:132]2)[c:133]2[cH:134][cH:135][cH:136][cH:137][cH:138]2)[cH:139][cH:140]1>>[c:9]1(-[c:36]2[c:29]3[c:28]([NH2:27])[n:33][cH:32][n:31][c:30]3[n:34]([CH:38]3[CH2:39][CH2:40][N:41]([C:44](=[O:45])[O:46][C:47]([CH3:48])([CH3:49])[CH3:50])[CH2:42][CH2:43]3)[n:35]2)[cH:10][cH:11][c:12]([NH:15][C:16]([O:17][CH2:18][c:19]2[cH:20][cH:21][cH:22][cH:23][cH:24]2)=[O:25])[cH:13][cH:14]1. Starting materials: O (water), BrC=1SC2=C(C1)C=C(C=C2)Cl (2-bromo-5-chlorobenzothiophene), ClC1=C(C=CC=C1)B(O)O (2-chlorobenzeneboronic acid), C([O-])([O-])=O.[Na+].[Na+] (sodium carbonate). Reagents/catalysts: C=1C=CC(=CC1)[P](C=2C=CC=CC2)(C=3C=CC=CC3)[Pd]([P](C=4C=CC=CC4)(C=5C=CC=CC5)C=6C=CC=CC6)([P](C=7C=CC=CC7)(C=8C=CC=CC8)C=9C=CC=CC9)[P](C=1C=CC=CC1)(C=1C=CC=CC1)C=1C=CC=CC1 (Pd(PPh3)4). Run in C(C)(=O)OCC (ethyl acetate), COCCOC (DME). Reaction conditions: temperature 100 celsius. The product is ClC1=CC2=C(SC(=C2)C2=C(C=CC=C2)Cl)C=C1 (5-Chloro-2-(2-chlorophenyl)benzo[b]thiophene). The yield is 94.7%. RXN SMILES: Br[C:2]1[S:3][C:4]2[CH:10]=[CH:9][C:8]([Cl:11])=[CH:7][C:5]=2[CH:6]=1.[Cl:12][C:13]1[CH:18]=[CH:17][CH:16]=[CH:15][C:14]=1B(O)O.C(=O)([O-])[O-].[Na+].[Na+].O>COCCOC.C1C=CC([P]([Pd]([P](C2C=CC=CC=2)(C2C=CC=CC=2)C2C=CC=CC=2)([P](C2C=CC=CC=2)(C2C=CC=CC=2)C2C=CC=CC=2)[P](C2C=CC=CC=2)(C2C=CC=CC=2)C2C=CC=CC=2)(C2C=CC=CC=2)C2C=CC=CC=2)=CC=1.C(OCC)(=O)C>[Cl:11][C:8]1[CH:9]=[CH:10][C:4]2[S:3][C:2]([C:14]3[CH:15]=[CH:16][CH:17]=[CH:18][C:13]=3[Cl:12])=[CH:6][C:5]=2[CH:7]=1 |f:2.3.4,^1:38,40,59,78|. Procedure details: To a solution of 1.03 g (4.16 mmol) 2-bromo-5-chlorobenzothiophene in 12 ml DME under argon were added 1.0 g (6.4 mmol) 2-chlorobenzeneboronic acid, 88 mg Pd(PPh3)4, and 6.4 ml 1M aqueous sodium carbonate solution, and the mixture was heated overnight at 100° C. in a sealed tube. After cooling 20 ml water and 20 ml ethyl acetate were added followed by vigorous stirring. The organic layer was dried over sodium sulfate and concentrated in vacuo, and the title compound was purified by chromatograph... The reactants are C1COCCN1, CC#N, CCN(C(C)C)C(C)C, CCCSc1nc(Cl)c([N+](=O)[O-])c(Cl)n1. Yields the product CCCSc1nc(Cl)c([N+](=O)[O-])c(N2CCOCC2)n1. As a reaction SMILES: [CH2:1]1[CH2:2][O:3][CH2:4][CH2:5][NH:6]1.[CH3:31][C:32]#[N:33].[CH:22]([N:23]([CH2:24][CH3:25])[CH:26]([CH3:27])[CH3:28])([CH3:29])[CH3:30].[Cl:7][c:8]1[n:9][c:10]([S:18][CH2:19][CH2:20][CH3:21])[n:11][c:12]([Cl:17])[c:13]1[N+:14](=[O:15])[O-:16]>>[CH2:1]1[CH2:2][O:3][CH2:4][CH2:5][N:6]1[c:12]1[n:11][c:10]([S:18][CH2:19][CH2:20][CH3:21])[n:9][c:8]([Cl:7])[c:13]1[N+:14](=[O:15])[O-:16].